This data is from the Open Reaction Database (ORD), a public repository of structured organic reaction records. The task is: describe an organic reaction: reactants, conditions, products, and yield The reactants are solution, C(C)(C)[N-]C(C)C.[Li+] (Lithium diisopropylamide), solution, ClC=1C(=CC2=C(N(C=N2)COCCOC)C1)SC=1C=C(C=CC1)C (6-chloro-1-(2-methoxy-ethoxymethyl)-5-m-tolylsulfanyl-1H-benzoimidazole), ClN1C(CCC1=O)=O (N-chlorosuccinimide), [NH4+].[Cl-] (NH4Cl). Solvent: hexanes, C1CCOC1.CCCCCCC.C(C)C1=CC=CC=C1 (THF heptane ethylbenzene), C1CCOC1 (THF), C1CCOC1 (THF). Reaction conditions: temperature 23 celsius, time 2 hour. Yields the product ClC1=NC2=C(N1COCCOC)C=C(C(=C2)SC=2C=C(C=CC2)C)Cl (2,6-dichloro-1-(2-methoxy-ethoxymethyl)-5-m-tolylsulfanyl-1H-benzoimidazole). The yield is 70.5%. As a reaction SMILES: [Cl:1][C:2]1[C:3]([S:17][C:18]2[CH:19]=[C:20]([CH3:24])[CH:21]=[CH:22][CH:23]=2)=[CH:4][C:5]2[N:9]=[CH:8][N:7]([CH2:10][O:11][CH2:12][CH2:13][O:14][CH3:15])[C:6]=2[CH:16]=1.C([N-]C(C)C)(C)C.[Li+].[Cl:33]N1C(=O)CCC1=O.[NH4+].[Cl-]>C1COCC1.CCCCCCC.C(C1C=CC=CC=1)C.C1COCC1>[Cl:33][C:8]1[N:7]([CH2:10][O:11][CH2:12][CH2:13][O:14][CH3:15])[C:6]2[CH:16]=[C:2]([Cl:1])[C:3]([S:17][C:18]3[CH:19]=[C:20]([CH3:24])[CH:21]=[CH:22][CH:23]=3)=[CH:4][C:5]=2[N:9]=1 |f:1.2,4.5,6.7.8|. Reported procedure: A solution of 6-chloro-1-(2-methoxy-ethoxymethyl)-5-m-tolylsulfanyl-1H-benzoimidazole (1.89 g, 5.21 mmol) and THF (13 mL) was cooled to −78° C. in an acetone/dry ice bath. Buthyllithium (2.2M solution in hexanes, 2.60 mL, 5.73 mmol) was added dropwise and the reaction mixture was stirred at −78° C. for 1 h. (Lithium diisopropylamide as a 2.0M solution in THF/heptane/ethylbenzene can also be used as a base.) A solution of N-chlorosuccinimide (765 mg, 5.73 mmol) and THF (11.5 mL) was added. The re... Run in O (water), CO (methanol). Isolated yield 75.2%. Starting materials: C(C)(=O)O (acetic acid), C(C=1C(S)=CC=CC1)(=O)OC (methyl thiosalicylate), C[O-].[Na+] (sodium methoxide), FC(C=1C=C(C=CC1)CNC(CCl)=O)(F)F (N-[(3-trifluoromethylphenyl)methyl]-chloroacetamide). Reported procedure: To a solution of methyl thiosalicylate (0.67 g; 0.004M) in 20 ml of methanol is added solid sodium methoxide (0.65 g; 0.012M; 3 eqv.) followed by N-[(3-trifluoromethylphenyl)methyl]-chloroacetamide (1.0 g; 0.004M) and the mixture is refluxed under a nitrogen atmosphere for 30 minutes. The mixture is cooled to room temperature and added to a solution of 1.5 ml of glacial acetic acid in 25 ml of water and cooled to 0° C. The cream colored solid is collected, washed with 50% methanol-water, air dri... Product: OC=1C2=C(SC1C(=O)NCC1=CC(=CC=C1)C(F)(F)F)C=CC=C2 (3-Hydroxy-N-[(3-trifluoromethylphenyl)methyl]benzo[b]thiophene-2-carboxamide). RXN SMILES: [C:1]([O:10]C)(=O)[C:2]1[C:3](=[CH:5][CH:6]=[CH:7][CH:8]=1)[SH:4].C[O-].[Na+].[F:15][C:16]([F:30])([F:29])[C:17]1[CH:18]=[C:19]([CH2:23][NH:24][C:25](=[O:28])[CH2:26]Cl)[CH:20]=[CH:21][CH:22]=1.C(O)(=O)C>CO.O>[OH:10][C:1]1[C:2]2[CH:8]=[CH:7][CH:6]=[CH:5][C:3]=2[S:4][C:26]=1[C:25]([NH:24][CH2:23][C:19]1[CH:20]=[CH:21][CH:22]=[C:17]([C:16]([F:15])([F:29])[F:30])[CH:18]=1)=[O:28] |f:1.2|. The reactants are C(=C)OCCONC(=O)C1=C(C=2N(C=C1)C=NC2)NC2=C(C=C(C=C2)I)F (8-(2-Fluoro-4-iodo-phenylamino)-imidazo[1,5-a]pyridine-7-carboxylic acid (2-vinyloxy-ethoxy)-amide). Solvent: CO (methanol), CO (methanol), ClCCl (dichloromethane). Yields the product OCCONC(=O)C1=C(C=2N(C=C1)C=NC2)NC2=C(C=C(C=C2)I)F (8-(2-Fluoro-4-iodo-phenylamino)-imidazo[1,5-a]pyridine-7-carboxylic acid (2-hydroxy-ethoxy)-amide). Yield: 81.3%. RXN SMILES: C([O:3][CH2:4][CH2:5][O:6][NH:7][C:8]([C:10]1[CH:15]=[CH:14][N:13]2[CH:16]=[N:17][CH:18]=[C:12]2[C:11]=1[NH:19][C:20]1[CH:25]=[CH:24][C:23]([I:26])=[CH:22][C:21]=1[F:27])=[O:9])=C>CO.ClCCl>[OH:3][CH2:4][CH2:5][O:6][NH:7][C:8]([C:10]1[CH:15]=[CH:14][N:13]2[CH:16]=[N:17][CH:18]=[C:12]2[C:11]=1[NH:19][C:20]1[CH:25]=[CH:24][C:23]([I:26])=[CH:22][C:21]=1[F:27])=[O:9]. Procedure: 8-(2-Fluoro-4-iodo-phenylamino)-imidazo[1,5-a]pyridine-7-carboxylic acid (2-vinyloxy-ethoxy)-amide (151 mg, 0.31 mmol) was dissolved in methanol and loaded onto an Isolute® SCX-2 cartridge (10 g). The cartridge was then washed with methanol and the desired product was subsequently eluted using 2M NH3 in MeOH. Appropriate fractions were combined and concentrated to give a residue that was subjected to flash chromatography (Si-PPC, gradient 0% to 10%, methanol in dichloromethane) to afford the tit... Starting materials: S1C(=CC=C1)N1C(NC(NC1=O)NCC(C)C)=O (3-(thien-2-yl)-6-isobutylamino-tetrahydro-1,3,5-triazine-2,4-dione), C(C)(=O)OC(C)=O (acetic anhydride). The product is S1C(=CC=C1)N1C(NC(NC1=O)N(C(C)=O)CC(C)C)=O (3-(thien-2-yl)-6-[N-(acetyl)isobutylamino]-tetrahydro-1,3,5-triazine-2,4-dione). RXN SMILES: [S:1]1[CH:5]=[CH:4][CH:3]=[C:2]1[N:6]1[C:11](=[O:12])[NH:10][CH:9]([NH:13][CH2:14][CH:15]([CH3:17])[CH3:16])[NH:8][C:7]1=[O:18].[C:19](OC(=O)C)(=[O:21])[CH3:20]>>[S:1]1[CH:5]=[CH:4][CH:3]=[C:2]1[N:6]1[C:11](=[O:12])[NH:10][CH:9]([N:13]([CH2:14][CH:15]([CH3:16])[CH3:17])[C:19](=[O:21])[CH3:20])[NH:8][C:7]1=[O:18]. Reported procedure: A mixture of 3-(thien-2-yl)-6-isobutylamino-tetrahydro-1,3,5-triazine-2,4-dione (1.4 g.) and acetic anhydride (10 ml.) was heated under reflux for 4 hours. The mixture was then distilled to half volume at atmospheric pressure, cooled to room temperature, and diluted with water (20 ml.). The solid which formed was separated by filtration, washed with water, and then crystallised from ethanol to give 3-(thien-2-yl)-6-[N-(acetyl)isobutylamino]-tetrahydro-1,3,5-triazine-2,4-dione as a white solid (0... Reactants: C(C)[C@@H]1[C@@H]([C@]2(C)[C@@H](C1)[C@@H]1CCC3=CC(CC[C@@H]3[C@H]1CC2)=O)OC(CBr)=O (16β-ethyl-17β-bromoacetoxy-4-estren-3-one), C(C(O)C)(=O)[O-].[Na+] (sodium lactate), C(C)(=O)OCC (ethyl acetate), O (water). Procedure: In 30 ml of DMF is dissolved 3.4 g of 16β-ethyl-17β-bromoacetoxy-4-estren-3-one, and 2.5 ml of 70% aqueous sodium lactate is added. The mixture is stirred at room temperature (15°-25° C.) for 3 hours and poured into a mixture of 350 ml of ethyl acetate and 30 ml of water. The organic layer is separated, washed with water and saturated aqueous sodium chloride and dried over anhydrous magnesium sulfate. The solvent is then distilled off under reduced pressure and the residue is subjected to column... Product: C(C)[C@@H]1[C@@H]([C@]2(C)[C@@H](C1)[C@@H]1CCC3=CC(CC[C@@H]3[C@H]1CC2)=O)OC(COC(C(O)C)=O)=O (16β-Ethyl-17β-lactoyloxyacetoxy-4-estren-3-one). Conditions: time 3 hour. The solvent is CN(C)C=O (DMF). RXN SMILES: [CH2:1]([C@H:3]1[CH2:8][C@H:7]2[C@H:9]3[C@H:18]([CH2:19][CH2:20][C@:5]2([CH3:6])[C@H:4]1[O:22][C:23](=[O:26])[CH2:24]Br)[C@@H:17]1[C:12](=[CH:13][C:14](=[O:21])[CH2:15][CH2:16]1)[CH2:11][CH2:10]3)[CH3:2].[C:27]([O-:32])(=[O:31])[CH:28]([CH3:30])[OH:29].[Na+].C(OCC)(=O)C.O>CN(C=O)C>[CH2:1]([C@H:3]1[CH2:8][C@H:7]2[C@H:9]3[C@H:18]([CH2:19][CH2:20][C@:5]2([CH3:6])[C@H:4]1[O:22][C:23](=[O:26])[CH2:24][O:32][C:27](=[O:31])[CH:28]([CH3:30])[OH:29])[C@@H:17]1[C:12](=[CH:13][C:14](=[O:21])[CH2:15][CH2:16]1)[CH2:11][CH2:10]3)[CH3:2] |f:1.2|. Starting materials: ClC=1C=C(C(=C(C(=O)OC)C1)C)NC1CCC1 (methyl 5-chloro-3-(cyclobutylamino)-2-methylbenzoate), C([O-])([O-])=O.[Cs+].[Cs+] (cesium carbonate), CI (methyl iodide). Run in C(C)#N (acetonitrile-). Run at temperature 80 celsius. Yields the product ClC=1C=C(C(=C(C(=O)OC)C1)C)N(C)C1CCC1 (methyl 5-chloro-3-(cyclobutyl(methyl)amino)-2-methylbenzoate). Isolated yield 82.7%. As a reaction SMILES: [Cl:1][C:2]1[CH:3]=[C:4]([NH:13][CH:14]2[CH2:17][CH2:16][CH2:15]2)[C:5]([CH3:12])=[C:6]([CH:11]=1)[C:7]([O:9][CH3:10])=[O:8].[C:18](=O)([O-])[O-].[Cs+].[Cs+].CI>C(#N)C>[Cl:1][C:2]1[CH:3]=[C:4]([N:13]([CH:14]2[CH2:17][CH2:16][CH2:15]2)[CH3:18])[C:5]([CH3:12])=[C:6]([CH:11]=1)[C:7]([O:9][CH3:10])=[O:8] |f:1.2.3|. Procedure details: To a stirred solution of methyl 5-chloro-3-(cyclobutylamino)-2-methylbenzoate (0.7 g, 2.8 mmol) in acetonitrile-(10 mL), cesium carbonate (2.2 g, 6.8 mmol) and methyl iodide (3.9 g, 28 mmol) were added. The resulting reaction mass was heated at 80° C. for 8 h. On completion, the reaction mass was cooled to room temperature and filtered. The residue was washed with ethyl acetate and the filtrate was concentrated to give the title compound (0.62 g, 84%). Reactants: N1=CNC(C2=C1C=CN2)=O (3,5-dihydropyrrolo[3,2-d]pyrimidin-4-one), BrN1C(CCC1=O)=O (N-bromosuccinimide). Solvent: CN(C)C=O (DMF), O (water). Run at time 18 hour. The product is BrC1=CNC2=C1N=CNC2=O (7-bromo-3,5-dihydropyrrolo[3,2-d]pyrimidin-4-one). RXN SMILES: [N:1]1[C:6]2[CH:7]=[CH:8][NH:9][C:5]=2[C:4](=[O:10])[NH:3][CH:2]=1.[Br:11]N1C(=O)CCC1=O>CN(C=O)C.O>[Br:11][C:7]1[C:6]2[N:1]=[CH:2][NH:3][C:4](=[O:10])[C:5]=2[NH:9][CH:8]=1. Procedure: A mixture of 3,5-dihydropyrrolo[3,2-d]pyrimidin-4-one (200 mg, 1.5 mmol, 1 equiv.) and N-bromosuccinimide (320 mg, 1.8 mmol, 1.2 equiv.) in 10 mL of DMF was stirred for 18 hours at room temperature. The reaction was diluted with water and resulting solid was collected by filtration, dried, suspended in MeOH, and filtered. The filtrate was concentrated in vacuo to provide 7-bromo-3,5-dihydropyrrolo[3,2-d]pyrimidin-4-one as a beige solid which was used without further purification.